From a dataset of the Open Reaction Database (ORD), a public repository of structured organic reaction records. describe an organic reaction: reactants, conditions, products, and yield Reactants: COP(OC)OC (trimethylphosphite), ClC(=O)OCC (ethyl chloroformate). Product: C(C)OC(=O)P(OC)(OC)=O (Dimethyl ethoxycarbonylphosphonate). RXN SMILES: C[O:2][P:3]([O:6][CH3:7])[O:4][CH3:5].Cl[C:9]([O:11][CH2:12][CH3:13])=[O:10]>>[CH2:12]([O:11][C:9]([P:3](=[O:2])([O:6][CH3:7])[O:4][CH3:5])=[O:10])[CH3:13]. Procedure: From 10,0 ml (85 mmole) of trimethylphosphite and 10.0 ml (105 mmole) of ethyl chloroformate (100° C., 1,5 hours). Yield 12,5 g (80%). Bp15 122° C.